This data is from the Open Reaction Database (ORD), a public repository of structured organic reaction records. The task is: describe an organic reaction: reactants, conditions, products, and yield Starting materials: ClC1=NC(=NC=C1C(F)(F)F)NC1=CC=C(CP(OCC)(OCC)=O)C=C1 (diethyl (4-{[4-chloro-5-(trifluoromethyl)pyrimidin-2-yl]amino}benzyl)phosphonate), ( 100/90 ), NC1=C(C=C(CP(OCC)(OCC)=O)C=C1)OCC (diethyl (4-amino-3-ethoxybenzyl)phosphonate), ClC1=NC=C(C(=N1)Cl)C(F)(F)F (2,4-dichloro-5-trifluoromethylpyrimidine). Yields the product ClC1=NC(=NC=C1C(F)(F)F)NC1=C(C=C(CP(OCC)(OCC)=O)C=C1)OCC (Diethyl (4-{[4-chloro-5-(trifluoromethyl)pyrimidin-2-yl]amino}-3-ethoxybenzyl)phosphonate). Reaction SMILES: [Cl:1][C:2]1[C:7]([C:8]([F:11])([F:10])[F:9])=[CH:6][N:5]=[C:4]([NH:12][C:13]2[CH:27]=[CH:26][C:16]([CH2:17][P:18](=[O:25])([O:22][CH2:23][CH3:24])[O:19][CH2:20][CH3:21])=[CH:15][CH:14]=2)[N:3]=1.NC1C=CC(CP(=O)(OCC)[O:35][CH2:36][CH3:37])=CC=1OCC.ClC1N=C(Cl)C(C(F)(F)F)=CN=1>>[Cl:1][C:2]1[C:7]([C:8]([F:11])([F:10])[F:9])=[CH:6][N:5]=[C:4]([NH:12][C:13]2[CH:27]=[CH:26][C:16]([CH2:17][P:18](=[O:25])([O:22][CH2:23][CH3:24])[O:19][CH2:20][CH3:21])=[CH:15][C:14]=2[O:35][CH2:36][CH3:37])[N:3]=1. Reported procedure: The title compound was prepared according to the procedure for diethyl (4-{[4-chloro-5-(trifluoromethyl)pyrimidin-2-yl]amino}benzyl)phosphonate using diethyl (4-amino-3-ethoxybenzyl)phosphonate and 2,4-dichloro-5-trifluoromethylpyrimidine. The crude material was purified on an ISCO CombiFlash®Rf 4X Organic Purification System eluting with 1:1 EtOAc-DCM/MeOH (100:0→95:5)] affording a mixture of both regioisomers. The product was further purified by MDP to afford 514 mg (30%) of the desired regioi... The solvent is O1CCCC1 (tetrahydrofuran), O1CCCC1 (tetrahydrofuran), O (water). Procedure details: A solution of 5.2 mL of diethyl azodicarboxylate in 30 mL of tetrahydrofuran was added to a solution of 5.13 g of 3-nitro-4-chlorobenzyl alcohol, 4.70 g of ethyl 2,4-dioxoimidazolidine-1-acetate and 8.68 g of triphenylphosphine in 30 mL of tetrahydrofuran at 0° C. The reaction mixture was poured over water and the mixture was extracted with ethyl acetate several times. The extracts were combined, washed with a saturated saline solution, dried over sodium sulfate and concentrated. The concentrate... The yield is 78.1%. Reactants: N(=NC(=O)OCC)C(=O)OCC (diethyl azodicarboxylate), [N+](=O)([O-])C=1C=C(CO)C=CC1Cl (3-nitro-4-chlorobenzyl alcohol), O=C1N(CC(N1)=O)CC(=O)OCC (ethyl 2,4-dioxoimidazolidine-1-acetate), C1(=CC=CC=C1)P(C1=CC=CC=C1)C1=CC=CC=C1 (triphenylphosphine). Yields the product [N+](=O)([O-])C=1C=C(CN2C(N(CC2=O)CC(=O)OCC)=O)C=CC1Cl (ethyl 3-(3-nitro-4-chlorobenzyl)-2,4-dioxoimidazolidine-1-acetate). RXN SMILES: N(C(OCC)=O)=NC(OCC)=O.[N+:13]([C:16]1[CH:17]=[C:18]([CH:21]=[CH:22][C:23]=1[Cl:24])[CH2:19]O)([O-:15])=[O:14].[O:25]=[C:26]1[NH:30][C:29](=[O:31])[CH2:28][N:27]1[CH2:32][C:33]([O:35][CH2:36][CH3:37])=[O:34].C1(P(C2C=CC=CC=2)C2C=CC=CC=2)C=CC=CC=1>O1CCCC1.O>[N+:13]([C:16]1[CH:17]=[C:18]([CH:21]=[CH:22][C:23]=1[Cl:24])[CH2:19][N:30]1[C:29](=[O:31])[CH2:28][N:27]([CH2:32][C:33]([O:35][CH2:36][CH3:37])=[O:34])[C:26]1=[O:25])([O-:15])=[O:14]. The yield is 83.0%. Reactants: CC1(OC(C(O1)=CC(=O)Cl)=O)C ((2,2-dimethyl-5-oxo-[1,3]dioxolan-4-ylidene)-acetyl chloride), C(=O)(OC)C1=CC=C(CNOC)C=C1 (N-4-carbomethoxybenzyl-O-methyl-hydroxylamine), compound 1-A. Reaction SMILES: [CH3:1][C:2]1([CH3:12])[O:6][C:5](=[CH:7][C:8](Cl)=[O:9])[C:4](=[O:11])[O:3]1.[C:13]([C:17]1[CH:26]=[CH:25][C:20]([CH2:21][NH:22][O:23][CH3:24])=[CH:19][CH:18]=1)([O:15][CH3:16])=[O:14]>>[CH3:16][O:15][C:13](=[O:14])[C:17]1[CH:26]=[CH:25][C:20]([CH2:21][N:22]([C:8](=[O:9])[CH:7]=[C:5]2[C:4](=[O:11])[O:3][C:2]([CH3:12])([CH3:1])[O:6]2)[O:23][CH3:24])=[CH:19][CH:18]=1. Procedure: Reaction of (2,2-dimethyl-5-oxo-[1,3]dioxolan-4-ylidene)-acetyl chloride with N-4-carbomethoxybenzyl-O-methyl-hydroxylamine as described in the preparation of compound 1-A gave the title amide as a white solid (83% yield): mp 120° C. (dichloromethane-hexane). 1HNMR 400 MHz (CDCl3) δ (ppm): 1.75 (6H, s, CH3), 3.67 (3H, s, OCH3), 3.91 (3H, s, OCH3), 4.88 (2H, s, NCH2), 6.40 (1H, s, CH), 7.42 (2H, d, aromatics), 8.0 (2H, d, aromatics). Anal. calcd for C17H19NO7: C, 58.45; H, 5.48; N, 4.01. Found: C... Product: COC(C1=CC=C(C=C1)CN(OC)C(C=C1OC(OC1=O)(C)C)=O)=O (4-({[2-(2,2-Dimethyl-5-oxo-[1,3]dioxolan-4-ylidene)-acetyl]-methoxy-amino}-methyl)benzoic acid methyl ester). Starting materials: [Al+3], CCOCC, CC(C1CO1)C(O)(Cn1cncn1)c1ccc(F)cc1F, [H-], [H-], [H-], [H-], [Li+], O. Product: CC(O)C(C)C(O)(Cn1cncn1)c1ccc(F)cc1F. As a reaction SMILES: [Al+3:2].[CH3:29][CH2:30][O:31][CH2:32][CH3:33].[F:7][c:8]1[c:9]([C:15]([CH2:16][n:17]2[n:18][cH:19][n:20][cH:21]2)([CH:22]([CH:23]2[CH2:24][O:25]2)[CH3:26])[OH:27])[cH:10][cH:11][c:12]([F:14])[cH:13]1.[H-:1].[H-:4].[H-:5].[H-:6].[Li+:3].[OH2:28]>>[F:7][c:8]1[c:9]([C:15]([CH2:16][n:17]2[n:18][cH:19][n:20][cH:21]2)([CH:22]([CH:23]([CH3:24])[OH:25])[CH3:26])[OH:27])[cH:10][cH:11][c:12]([F:14])[cH:13]1. RXN SMILES: [CH2:1]([CH3:2])[O:3][C:4](=[O:5])[c:6]1[n:7]([CH2:22][CH3:23])[c:8](-[c:12]2[cH:13][cH:14][cH:15][c:16]3[cH:17][cH:18][cH:19][cH:20][c:21]23)[n:9][c:10]1[Cl:11].[CH2:24]1[O:25][CH2:26][CH2:27][CH2:28]1.[Li+:29].[OH-:30].[OH2:31]>>[O:3]=[C:4]([OH:5])[c:6]1[n:7]([CH2:22][CH3:23])[c:8](-[c:12]2[cH:13][cH:14][cH:15][c:16]3[cH:17][cH:18][cH:19][cH:20][c:21]23)[n:9][c:10]1[Cl:11]. Reactants: CCOC(=O)c1c(Cl)nc(-c2cccc3ccccc23)n1CC, C1CCOC1, [Li+], [OH-], O. The product is CCn1c(-c2cccc3ccccc23)nc(Cl)c1C(=O)O. The reactants are [Na] (sodium), [Cl-].NC(=[NH2+])N (guanidinium chloride), C(C)(C)(C)C=1C=C2C(N(C(C2=CC1)CC(=O)OCC)CC(C)C)=O (ethyl (5-tert-butyl-2-isobutyl-3-oxo-2,3-dihydro-1H-isoindol-1-yl)acetate). Solvent: C(C)O (ethanol), C(C)O (ethanol). Reaction conditions: temperature 20 celsius, time 18 hour. Product: C(C)(C)(C)C=1C=C2C(N(C(C2=CC1)CC(=O)NC(=N)N)CC(C)C)=O (N-[(5-tert-butyl-2-isobutyl-3-oxo-2,3-dihydro-1H-isoindol-1-yl)acetyl]guanidine). Yield: 58.5%. Reaction SMILES: [Na].[Cl-].[NH2:3][C:4]([NH2:6])=[NH2+:5].[C:7]([C:11]1[CH:12]=[C:13]2[C:17](=[CH:18][CH:19]=1)[CH:16]([CH2:20][C:21](OCC)=[O:22])[N:15]([CH2:26][CH:27]([CH3:29])[CH3:28])[C:14]2=[O:30])([CH3:10])([CH3:9])[CH3:8]>C(O)C>[C:7]([C:11]1[CH:12]=[C:13]2[C:17](=[CH:18][CH:19]=1)[CH:16]([CH2:20][C:21]([NH:5][C:4]([NH2:6])=[NH:3])=[O:22])[N:15]([CH2:26][CH:27]([CH3:28])[CH3:29])[C:14]2=[O:30])([CH3:10])([CH3:9])[CH3:8] |f:1.2,^1:0|. Procedure: N-[(5-tert-Butyl-2-isobutyl-3-oxo-2,3-dihydro-1H-isoindol-1-yl)acetyl]guanidine is prepared as described in Example 9, starting with 10 cm3 of absolute ethanol, 0.19 g of sodium, 0.80 g of guanidinium chloride and 1.81 g of ethyl (5-tert-butyl-2-isobutyl-3-oxo-2,3-dihydro-1H-isoindol-1-yl)acetate in 10 cm3 of absolute ethanol. The reaction mixture is stirred at a temperature in the region of 20° C. for 18 hours and is then concentrated to dryness under reduced pressure (2 kPa) at a temperature i... Starting materials: [H-].[Na+] (sodium hydride), [N+](=O)([O-])[O-].[NH4+].[Ce] (Cerium ammonium nitrate), compound, ClC(C#N)(Cl)Cl (tricloroacetonitrile), C(C)(=O)O[C@H]1[C@H](OC2=CC=C(C=C2)OC)O[C@H]([C@@H]([C@H]1OC(=O)OCC1=CC=CC=2C3=CC=CC=C3CC12)OCC1=CC=CC=C1)C (4-Methoxyphenyl 2-O-acetyl-4-O-benzyl-3-O-fluorenylmethoxycarbonyl-α-L-rhamnopyranoside). Solvent: ClCCl (dichloromethane), C1(=CC=CC=C1)C (toluene), C(C)#N (acetonitrile), O (water). Run at time 80 minute. The product is ClC(C(O[C@H]1[C@H](OC(C)=O)[C@H](OC(=O)OCC2=CC=CC=3C4=CC=CC=C4CC23)[C@@H](OCC2=CC=CC=C2)[C@@H](O1)C)=N)(Cl)Cl (2-O-Acetyl-4-O-benzyl-3-O-fluorenylmethoxycarbonyl-α-L-rhamnopyranosyl trichloroacetimidate). Yield: 94.0%. Reaction SMILES: [C:1]([O:4][C@@H:5]1[C@H:19]([O:20][C:21]([O:23][CH2:24][C:25]2[C:37]3[CH2:36][C:35]4[C:30](=[CH:31][CH:32]=[CH:33][CH:34]=4)[C:29]=3[CH:28]=[CH:27][CH:26]=2)=[O:22])[C@@H:18]([O:38][CH2:39][C:40]2[CH:45]=[CH:44][CH:43]=[CH:42][CH:41]=2)[C@H:17]([CH3:46])[O:16][C@H:6]1[O:7]C1C=CC(OC)=CC=1)(=[O:3])[CH3:2].[N+]([O-])([O-])=O.[NH4+].[Ce].[H-].[Na+].[Cl:55][C:56]([Cl:60])([Cl:59])[C:57]#[N:58]>C1(C)C=CC=CC=1.C(#N)C.O.ClCCl>[Cl:55][C:56]([Cl:60])([Cl:59])[C:57](=[NH:58])[O:7][C@@H:6]1[O:16][C@@H:17]([CH3:46])[C@H:18]([O:38][CH2:39][C:40]2[CH:45]=[CH:44][CH:43]=[CH:42][CH:41]=2)[C@@H:19]([O:20][C:21]([O:23][CH2:24][C:25]2[C:37]3[CH2:36][C:35]4[C:30](=[CH:31][CH:32]=[CH:33][CH:34]=4)[C:29]=3[CH:28]=[CH:27][CH:26]=2)=[O:22])[C@H:5]1[O:4][C:1](=[O:3])[CH3:2] |f:1.2.3,4.5|. Procedure details: 4-Methoxyphenyl 2-O-acetyl-4-O-benzyl-α-L-rhamnopyranoside (12) (4.57 g, 11.36 mmol) was dissolved in 60 mL of pyridine. FmocCl (5.88 g, 22.73 mmol) was added in one portion and the mixture stirred for 2 h at room temperature. Pyridine was removed in vacuo and the residue adsorbed on silica gel. 6.21 g (88%) of pure 4-methoxyphenyl 2-O-acetyl-4-O-benzyl-3-O-fluorenylmethoxycarbonyl-α-L-rhamnopyranoside were obtained by column chromatography (5:1→4:1→3:1 hexane/EtOAc). 4-Methoxyphenyl 2-O-acetyl-... Starting materials: CC1=C(OC2=C1C(=CC=C2)OCC2CN(CCC2)CC=2C=NC=CC2)COC=2C=CC1=C(C=C(O1)CO)C2 ([5-[3-methyl-4-(1-pyridin-3-ylmethyl-piperidin-3-ylmethoxy)-benzofuran-2-ylmethoxy]-benzofuran-2-yl]-methanol), C(C)(=O)OC(C)=O (acetic anhydride), N1=CC=CC=C1 (pyridine). The solvent is C(C)(=O)OCC (ethyl acetate). Yields the product CC1=C(OC2=C1C(=CC=C2)OCC2CN(CCC2)CC=2C=NC=CC2)COC=2C=CC1=C(C=C(O1)COC(C)=O)C2 (acetic acid 5-[3-methyl-4-(1-pyridin-3-ylmethyl-piperidin-3-ylmethoxy)-benzofuran-2-ylmethoxy]-benzofuran-2-ylmethyl ester). As a reaction SMILES: [CH3:1][C:2]1[C:6]2[C:7]([O:11][CH2:12][CH:13]3[CH2:18][CH2:17][CH2:16][N:15]([CH2:19][C:20]4[CH:21]=[N:22][CH:23]=[CH:24][CH:25]=4)[CH2:14]3)=[CH:8][CH:9]=[CH:10][C:5]=2[O:4][C:3]=1[CH2:26][O:27][C:28]1[CH:29]=[CH:30][C:31]2[O:35][C:34]([CH2:36][OH:37])=[CH:33][C:32]=2[CH:38]=1.[C:39](OC(=O)C)(=[O:41])[CH3:40].N1C=CC=CC=1>C(OCC)(=O)C>[CH3:1][C:2]1[C:6]2[C:7]([O:11][CH2:12][CH:13]3[CH2:18][CH2:17][CH2:16][N:15]([CH2:19][C:20]4[CH:21]=[N:22][CH:23]=[CH:24][CH:25]=4)[CH2:14]3)=[CH:8][CH:9]=[CH:10][C:5]=2[O:4][C:3]=1[CH2:26][O:27][C:28]1[CH:29]=[CH:30][C:31]2[O:35][C:34]([CH2:36][O:37][C:39](=[O:41])[CH3:40])=[CH:33][C:32]=2[CH:38]=1. Reported procedure: A solution of [5-[3-methyl-4-(1-pyridin-3-ylmethyl-piperidin-3-ylmethoxy)-benzofuran-2-ylmethoxy]-benzofuran-2-yl]-methanol (Example 50, 21 mg), acetic anhydride (100 μl) and pyridine (300 μl) was stirred at room temperature for one hour. The reaction mixture was dissolved in ethyl acetate and washed with saturated sodium hydrogencarbonate solution and water. The organic layer was washed with saturated ammonium chloride solution, dried over anhydrous sodium sulfate and evaporated to dryness to g...